This data is from the Open Reaction Database (ORD), a public repository of structured organic reaction records. The task is: describe an organic reaction: reactants, conditions, products, and yield Yields the product COC1=CC=C(C=C1)N1C=CC2=CC=CC=C12 ((4-Methoxy-phenyl)1H-indole). As a reaction SMILES: Br[C:2]1[CH:10]=[CH:9][CH:8]=[C:7]2[C:3]=1[CH:4]=[CH:5][NH:6]2.[CH3:11][O:12][C:13]1[CH:18]=[CH:17][C:16](B(O)O)=[CH:15][CH:14]=1.[OH-].[Na+]>C1COCC1.[Pd].C(OCC)(=O)C>[CH3:11][O:12][C:13]1[CH:18]=[CH:17][C:16]([N:6]2[C:7]3[C:3](=[CH:2][CH:10]=[CH:9][CH:8]=3)[CH:4]=[CH:5]2)=[CH:15][CH:14]=1 |f:2.3|. Procedure: To a mixture of 4-bromoindole (1.96 g, 10 mmol), and 4-methoxyphenylboronic acid (1.52 g, 10 mmol) in THF (34 mL)) were added Palladium catalyst Pd(PPh3)4 (347 mg, 0.3 mmol) and the freshly prepared sodium hydroxide solution (1.20 g, 30 mmol in 14 mL water). The system was degassed and then charged with nitrogen. The degas procedure was repeated for three times. The mixture was stirred under nitrogen at 70° C. oil bath for 16 hours. TLC showed the completion of the coupling reaction. The mixture... Reaction conditions: temperature 70 celsius, time 16 hour. The reagents and catalysts are [Pd] (Palladium). Isolated yield 82.9%. Solvent: C1CCOC1 (THF), C(C)(=O)OCC (ethyl acetate). Starting materials: BrC1=C2C=CNC2=CC=C1 (4-bromoindole), COC1=CC=C(C=C1)B(O)O (4-methoxyphenylboronic acid), [OH-].[Na+] (sodium hydroxide). Starting materials: Cl, COc1cc(C(=O)N2CCc3cc(F)ccc32)cc(N2CCC(n3c(=O)[nH]c4ncccc43)CC2)n1, CN(C)C=O, c1ccncc1. The product is O=C(c1cc(N2CCC(n3c(=O)[nH]c4ncccc43)CC2)[nH]c(=O)c1)N1CCc2cc(F)ccc21. Reaction SMILES: [ClH:37].[F:1][c:2]1[cH:3][c:4]2[c:8]([cH:9][cH:10]1)[N:7]([C:11](=[O:12])[c:13]1[cH:14][c:15]([N:21]3[CH2:22][CH2:23][CH:24]([n:27]4[c:28](=[O:36])[nH:29][c:30]5[n:31][cH:32][cH:33][cH:34][c:35]45)[CH2:25][CH2:26]3)[n:16][c:17]([O:19][CH3:20])[cH:18]1)[CH2:6][CH2:5]2.[O:44]=[CH:45][N:46]([CH3:47])[CH3:48].[n:38]1[cH:39][cH:40][cH:41][cH:42][cH:43]1>>[F:1][c:2]1[cH:3][c:4]2[c:8]([cH:9][cH:10]1)[N:7]([C:11](=[O:12])[c:13]1[cH:14][c:15]([N:21]3[CH2:22][CH2:23][CH:24]([n:27]4[c:28](=[O:36])[nH:29][c:30]5[n:31][cH:32][cH:33][cH:34][c:35]45)[CH2:25][CH2:26]3)[nH:16][c:17](=[O:19])[cH:18]1)[CH2:6][CH2:5]2. The product is C1(=CC=CC=C1)C1=NC(=NC(=N1)C1=CC=CC=C1)C1=CC=CC=2C3(C4=CC=CC=C4C12)C1=CC=CC=C1C=1C(=CC=CC13)C1=NC(=NC(=N1)C1=CC=CC=C1)C1=CC=CC=C1 (4,4′-bis(4,6-diphenyl-1,3,5-triazin-2-yl)-9,9′-spirobifluorene). The solvent is CC(=O)C (acetone). Reactants: C1(=CC=CC=C1)C1=NC(=NC(=N1)C1=CC=CC=C1)C1=CC=C(C=2C3(C4=CC=CC=C4C12)C1=CC=CC=C1C=1C(=CC=C(C13)OC)C1=NC(=NC(=N1)C1=CC=CC=C1)C1=CC=CC=C1)OC (4,4′-bis(4,6-diphenyl-1,3,5-triazin-2-yl)-1,1′-dimethoxy-9,9′-spirobifluorene), C1(=CC=CC=C1)N1N=NN=C1Cl (1-phenyl-5-chlorotetrazole), C(=O)([O-])[O-].[K+].[K+] (K2CO3). Conditions: temperature 40 celsius, time 8 hour. Reaction SMILES: [C:1]1([C:7]2[N:12]=[C:11]([C:13]3[CH:18]=[CH:17][CH:16]=[CH:15][CH:14]=3)[N:10]=[C:9]([C:19]3[C:31]4[C:30]5[C:25](=[CH:26][CH:27]=[CH:28][CH:29]=5)[C:24]5([C:43]6[C:42](OC)=[CH:41][CH:40]=[C:39]([C:46]7[N:51]=[C:50]([C:52]8[CH:57]=[CH:56][CH:55]=[CH:54][CH:53]=8)[N:49]=[C:48]([C:58]8[CH:63]=[CH:62][CH:61]=[CH:60][CH:59]=8)[N:47]=7)[C:38]=6[C:37]6[C:32]5=[CH:33][CH:34]=[CH:35][CH:36]=6)[C:23]=4[C:22](OC)=[CH:21][CH:20]=3)[N:8]=2)[CH:6]=[CH:5][CH:4]=[CH:3][CH:2]=1.C1(N2C(Cl)=NN=N2)C=CC=CC=1.C([O-])([O-])=O.[K+].[K+]>CC(C)=O>[C:58]1([C:48]2[N:49]=[C:50]([C:52]3[CH:53]=[CH:54][CH:55]=[CH:56][CH:57]=3)[N:51]=[C:46]([C:39]3[C:38]4[C:37]5[C:32](=[CH:33][CH:34]=[CH:35][CH:36]=5)[C:24]5([C:23]6[CH:22]=[CH:21][CH:20]=[C:19]([C:9]7[N:8]=[C:7]([C:1]8[CH:2]=[CH:3][CH:4]=[CH:5][CH:6]=8)[N:12]=[C:11]([C:13]8[CH:14]=[CH:15][CH:16]=[CH:17][CH:18]=8)[N:10]=7)[C:31]=6[C:30]6[C:25]5=[CH:26][CH:27]=[CH:28][CH:29]=6)[C:43]=4[CH:42]=[CH:41][CH:40]=3)[N:47]=2)[CH:63]=[CH:62][CH:61]=[CH:60][CH:59]=1 |f:2.3.4|. Procedure details: A well-stirred suspension of 41.9 g (50 mmol) of 4,4′-bis(4,6-diphenyl-1,3,5-triazin-2-yl)-1,1′-dimethoxy-9,9′-spirobifluorene, 18.1 g (100 mmol) of 1-phenyl-5-chlorotetrazole and 27.6 g (200 mmol) of K2CO3 is heated under reflux for 18 h in 250 ml of acetone. After cooling, the precipitated solid is filtered off with suction and dried. The solid is dissolved in 200 ml of toluene, 6 g of Pd/C (5%) are added, and the mixture is stirred at 40° C. for 8 h under a hydrogen atmosphere. After removal ... Reactants: COC=1C=C(C=C)C=CC1OC (3,4-dimethoxystyrene), C(O)([O-])=O.[Na+] (sodium hydrogen carbonate), Cl[O-].[Na+] (sodium hypochlorite). Run in ClCCl (dichloromethane). The product is COC=1C=C(C2CO2)C=CC1OC (3,4-Dimethoxystyrene oxide). Procedure details: Mixture: 27.2 g (160 mmol) of 3,4-dimethoxystyrene, 600 ml of dichloromethane, 220 ml of sodium hydrogen carbonate solution, 7.1 g of benzyltributylammonium chloride, 1.15 g (3.5 mmol) of nickel-salene, 900 ml of 13% strength sodium hypochlorite solution. As a reaction SMILES: [CH3:1][O:2][C:3]1[CH:4]=[C:5]([CH:8]=[CH:9][C:10]=1[O:11][CH3:12])[CH:6]=[CH2:7].C(=O)([O-])[OH:14].[Na+].Cl[O-].[Na+]>[Cl-].C([N+](CCCC)(CCCC)CCCC)C1C=CC=CC=1.[Ni].ClCCl>[CH3:1][O:2][C:3]1[CH:4]=[C:5]([CH:8]=[CH:9][C:10]=1[O:11][CH3:12])[CH:6]1[O:14][CH2:7]1 |f:1.2,3.4,5.6|. The reagents and catalysts are [Cl-].C(C1=CC=CC=C1)[N+](CCCC)(CCCC)CCCC (benzyltributylammonium chloride), [Ni] (nickel). Starting materials: COC(C=1C(C(=O)OC)=C(C=CC1)I)=O (3-iodophthalic acid dimethyl ester), COC1=C(C=CC(=C1)OCCN1CCOCC1)N (2-methoxy-4-(2-morpholin-4-ylethoxy)phenylamine), C=1C=CC(=CC1)P(C=2C=CC=CC2)C3=CC=C4C=CC=CC4=C3C5=C6C=CC=CC6=CC=C5P(C=7C=CC=CC7)C=8C=CC=CC8 (rac-BINAP), C([O-])([O-])=O.[Cs+].[Cs+] (cesium carbonate). Reagents/catalysts: C=1C=CC(=CC1)/C=C/C(=O)/C=C/C2=CC=CC=C2.C=1C=CC(=CC1)/C=C/C(=O)/C=C/C2=CC=CC=C2.C=1C=CC(=CC1)/C=C/C(=O)/C=C/C2=CC=CC=C2.[Pd].[Pd] (Pd2(dba)3). The solvent is C1(=CC=CC=C1)C (toluene), C(Cl)Cl (CH2Cl2). Yields the product COC(C=1C(C(=O)OC)=C(C=CC1)NC1=C(C=C(C=C1)OCCN1CCOCC1)OC)=O (3-[2-Methoxy-4-(2-morpholin-4-ylethoxy)phenylamino]phthalic acid dimethyl ester). Isolated yield 72.0%. Reaction SMILES: [CH3:1][O:2][C:3](=[O:15])[C:4]1[C:5](=[C:10](I)[CH:11]=[CH:12][CH:13]=1)[C:6]([O:8][CH3:9])=[O:7].[CH3:16][O:17][C:18]1[CH:23]=[C:22]([O:24][CH2:25][CH2:26][N:27]2[CH2:32][CH2:31][O:30][CH2:29][CH2:28]2)[CH:21]=[CH:20][C:19]=1[NH2:33].C1C=CC(P(C2C(C3C(P(C4C=CC=CC=4)C4C=CC=CC=4)=CC=C4C=3C=CC=C4)=C3C(C=CC=C3)=CC=2)C2C=CC=CC=2)=CC=1.C(=O)([O-])[O-].[Cs+].[Cs+]>C1(C)C=CC=CC=1.C(Cl)Cl.C1C=CC(/C=C/C(/C=C/C2C=CC=CC=2)=O)=CC=1.C1C=CC(/C=C/C(/C=C/C2C=CC=CC=2)=O)=CC=1.C1C=CC(/C=C/C(/C=C/C2C=CC=CC=2)=O)=CC=1.[Pd].[Pd]>[CH3:1][O:2][C:3](=[O:15])[C:4]1[C:5](=[C:10]([NH:33][C:19]2[CH:20]=[CH:21][C:22]([O:24][CH2:25][CH2:26][N:27]3[CH2:28][CH2:29][O:30][CH2:31][CH2:32]3)=[CH:23][C:18]=2[O:17][CH3:16])[CH:11]=[CH:12][CH:13]=1)[C:6]([O:8][CH3:9])=[O:7] |f:3.4.5,8.9.10.11.12|. Procedure: A mixture of 3-iodophthalic acid dimethyl ester (1.0 g, 3.1 mmol), 2-methoxy-4-(2-morpholin-4-ylethoxy)phenylamine (0.78 g, 3.1 mmol), Pd2(dba)3 (0.13 g, 0.14 mmol), rac-BINAP (0.058 g, 0.093 mmol), and cesium carbonate (1.4 g, 4.3 mmol), in 6 mL toluene was heated to reflux under nitrogen for 24 hours. The reaction mixture was cooled, diluted with CH2Cl2 (10 mL), and filtered through Celite, and the filter was washed with additional CH2Cl2 (30 mL). The filtrate was evaporated, and the residue w... The reactants are CCOC(=O)C(C)OS(C)(=O)=O, ClCCNCCCl, Cl, [Na+], C1CCOC1, [OH-]. Yields the product CCOC(=O)C(C)N(CCCl)CCCl. RXN SMILES: [CH3:9][S:10]([O:11][CH:14]([C:15](=[O:16])[O:17][CH2:18][CH3:19])[CH3:20])(=[O:12])=[O:13].[Cl:2][CH2:3][CH2:4][NH:5][CH2:6][CH2:7][Cl:8].[ClH:1].[Na+:22].[O:23]1[CH2:24][CH2:25][CH2:26][CH2:27]1.[OH-:21]>>[Cl:2][CH2:3][CH2:4][N:5]([CH2:6][CH2:7][Cl:8])[CH:14]([C:15](=[O:16])[O:17][CH2:18][CH3:19])[CH3:20]. Reactants: O=C([O-])O, O=C(CCc1ccccc1)CN1C(=O)CC1SCc1ccccc1, O=C(OO)c1cccc(Cl)c1, ClCCl, [Na+], [Na+], [Na+], O=S([O-])[O-]. Yields the product O=C(CCc1ccccc1)CN1C(=O)CC1S(=O)Cc1ccccc1. As a reaction SMILES: [C:42](=[O:43])([O-:44])[OH:45].[CH2:1]([c:2]1[cH:3][cH:4][cH:5][cH:6][cH:7]1)[S:8][CH:9]1[CH2:10][C:11](=[O:24])[N:12]1[CH2:13][C:14]([CH2:15][CH2:16][c:17]1[cH:18][cH:19][cH:20][cH:21][cH:22]1)=[O:23].[Cl:25][c:26]1[cH:27][cH:28][cH:29][c:30]([C:31]([O:32][OH:34])=[O:33])[cH:35]1.[Cl:47][CH2:48][Cl:49].[Na+:40].[Na+:41].[Na+:46].[S:36]([O-:37])([O-:38])=[O:39]>>[CH2:1]([c:2]1[cH:3][cH:4][cH:5][cH:6][cH:7]1)[S:8]([CH:9]1[CH2:10][C:11](=[O:24])[N:12]1[CH2:13][C:14]([CH2:15][CH2:16][c:17]1[cH:18][cH:19][cH:20][cH:21][cH:22]1)=[O:23])=[O:33]. The reactants are C(C1=CC=CC=C1)OC(=O)NC(C(C(C(=O)[O-])(C)C)=O)COC (4-{[(benzyloxy)carbonyl]amino}-5-methoxy-2,2-dimethyl-3-oxopentanoate). The reagents and catalysts are [C].[Pd] (palladium carbon). Run in CO (methanol). Run at time 8 hour. Product: COCC1C(C(C(N1)=O)(C)C)=O (5-(methoxymethyl)-3,3-dimethylpyrrolidine-2,4-dione). The yield is 76.8%. As a reaction SMILES: C(OC([NH:11][CH:12]([CH2:21][O:22][CH3:23])[C:13](=[O:20])[C:14]([CH3:19])([CH3:18])[C:15]([O-])=[O:16])=O)C1C=CC=CC=1>CO.[C].[Pd]>[CH3:23][O:22][CH2:21][CH:12]1[NH:11][C:15](=[O:16])[C:14]([CH3:19])([CH3:18])[C:13]1=[O:20] |f:2.3|. Procedure details: To a solution of 4-{[(benzyloxy)carbonyl]amino}-5-methoxy-2,2-dimethyl-3-oxopentanoate (10.2 g) in methanol (100 mL) was added 10% palladium carbon (containing 50% water, 3.1 g), and the mixture was stirred overnight under a hydrogen atmosphere. Palladium carbon was filtered off, and the filtrate was concentrated under reduced pressure. The obtained solid was washed with hexane to give the title compound as colorless crystals (yield: 4.16 g, 84%). Starting materials: O=C(Br)CBr, Cc1ccccc1, CC(C)OC(=O)Nc1ccc(N)c([N+](=O)[O-])c1. The product is CC(C)OC(=O)Nc1ccc(NC(=O)CBr)c([N+](=O)[O-])c1. As a reaction SMILES: [Br:1][CH2:2][C:3](=[O:4])[Br:5].[CH3:23][c:24]1[cH:25][cH:26][cH:27][cH:28][cH:29]1.[CH:6]([CH3:7])([CH3:8])[O:9][C:10](=[O:11])[NH:12][c:13]1[cH:14][c:15]([N+:20](=[O:21])[O-:22])[c:16]([NH2:17])[cH:18][cH:19]1>>[Br:1][CH2:2][C:3](=[O:4])[NH:17][c:16]1[c:15]([N+:20](=[O:21])[O-:22])[cH:14][c:13]([NH:12][C:10]([O:9][CH:6]([CH3:7])[CH3:8])=[O:11])[cH:19][cH:18]1.